From a dataset of the Open Reaction Database (ORD), a public repository of structured organic reaction records. describe an organic reaction: reactants, conditions, products, and yield The reactants are B, CCN(C)CC(=O)N1CCCc2cc(Br)ccc21, C1CCOC1, CO. Product: CCN(C)CCN1CCCc2cc(Br)ccc21. As a reaction SMILES: [BH3:19].[Br:1][c:2]1[cH:3][c:4]2[c:9]([cH:10][cH:11]1)[N:8]([C:12]([CH2:13][N:14]([CH3:15])[CH2:16][CH3:17])=[O:18])[CH2:7][CH2:6][CH2:5]2.[CH2:22]1[O:23][CH2:24][CH2:25][CH2:26]1.[CH3:20][OH:21]>>[Br:1][c:2]1[cH:3][c:4]2[c:9]([cH:10][cH:11]1)[N:8]([CH2:12][CH2:13][N:14]([CH3:15])[CH2:16][CH3:17])[CH2:7][CH2:6][CH2:5]2. Reactants: C(C)(=O)O (acetic acid), ClC=1C=CC2=C(C(CCO2)(O[Si](C)(C)C)C#N)C1 (6-chloro-4-cyano-4-trimethylsilyloxy-3,4-dihydro-2H-1-benzopyran), stannous chloride dihydrate. Yields the product Cl (hydrochloric acid), ClC=1C=CC2=C(C(CCO2)C(=O)O)C1 (6-chloro-3,4-dihydro-2H-1-benzopyran-4-carboxylic acid). As a reaction SMILES: [Cl:1][C:2]1[CH:3]=[CH:4][C:5]2[O:10][CH2:9][CH2:8]C(C#N)(O[Si](C)(C)C)[C:6]=2[CH:18]=1.[C:19]([OH:22])(=[O:21])[CH3:20]>>[ClH:1].[Cl:1][C:2]1[CH:18]=[CH:6][C:5]2[O:10][CH2:9][CH2:8][CH:20]([C:19]([OH:22])=[O:21])[C:4]=2[CH:3]=1. Procedure details: Following the procedure of Example 2, 6-chloro-4-cyano-4-trimethylsilyloxy-3,4-dihydro-2H-1-benzopyran (6.0 g.) and stannous chloride dihydrate (30 g.) were reacted in glacial acetic acid (25 ml.) and concentrated hydrochloric acid (25 ml.) to form 6-chloro-3,4-dihydro-2H-1-benzopyran-4-carboxylic acid. Filtration and chromatography over silica gel (300 ml.) eluted with chloroform:hexane (1:1) yielded 2.91 g. of product, m.p. 90°-90.5° C. (sublimed). Starting materials: C(C1=CC=CC=C1)(=O)Cl (benzoyl chloride), CN1CCCC1 (N-methylpyrrolidine), NC1=NC(=NC(=C1)Cl)NC1=CC=C(C#N)C=C1 (4-(4-Amino-6-chloropyrimidin-2-ylamino)benzonitrile), CN(C)C1=NC=CC=C1 (dimethylamino pyridine), diazabicyclo undecene, C([O-])([O-])=O (carbonate). The solvent is O (water). Conditions: temperature 82.5 celsius, time 30 minute. The product is ClC1=CC(=NC(=N1)NC1=CC=C(C=C1)C#N)NC(C1=CC=CC=C1)=O (N-[6-chloro-2-(4-cyanophenylamino)pyrimidin-4-yl]benzamide). As a reaction SMILES: CN1CCCC1.[NH2:7][C:8]1[CH:13]=[C:12]([Cl:14])[N:11]=[C:10]([NH:15][C:16]2[CH:23]=[CH:22][C:19]([C:20]#[N:21])=[CH:18][CH:17]=2)[N:9]=1.CN(C1C=CC=CN=1)C.[C:33](Cl)(=[O:40])[C:34]1[CH:39]=[CH:38][CH:37]=[CH:36][CH:35]=1.C(=O)([O-])[O-]>O>[Cl:14][C:12]1[N:11]=[C:10]([NH:15][C:16]2[CH:23]=[CH:22][C:19]([C:20]#[N:21])=[CH:18][CH:17]=2)[N:9]=[C:8]([NH:7][C:33](=[O:40])[C:34]2[CH:39]=[CH:38][CH:37]=[CH:36][CH:35]=2)[CH:13]=1. Procedure: 1400 ml of N-methylpyrrolidine and 140 g of 4-(4-Amino-6-chloropyrimidin-2-ylamino)benzonitrile was charged into a reaction vessel. To this were added 85.49 g of dimethylamino pyridine and 87.21 g of diazabicyclo undecene and stirred for 30 mins. To the reaction mixture was added 27.36 g of benzoyl chloride and stirred at RT for 30 mins. and heated to 80-85° C. and maintained the same for 4 hrs. After completion of the reaction, the reaction mass was cooled to RT and 1400 ml of water was added, ... Reactants: ClC=1C=C(C(=CC1)N)N (4-chlorobenzene-1,2-diamine), [Se](=O)=O (selenium dioxide). Run in CCO (EtOH). Yields the product ClC1=CC=2C(=N[Se]N2)C=C1 (5-Chloro-2,1,3-benzoselenadiazole). Reaction SMILES: [Cl:1][C:2]1[CH:3]=[C:4]([NH2:9])[C:5]([NH2:8])=[CH:6][CH:7]=1.[Se:10](=O)=O>CCO>[Cl:1][C:2]1[CH:7]=[CH:6][C:5]2=[N:8][Se:10][N:9]=[C:4]2[CH:3]=1. Reported procedure: A solution of 4-chlorobenzene-1,2-diamine (1.50 g, 10.5 mmol) in EtOH (15 mL) was heated to reflux and selenium dioxide (1.28 g, 11.5 mmol) was added. The reaction was refluxed for 30 min and cooled to ambient temperature. The precipitated solid was filtered, washed thoroughly with H2O and dried under high vacuum to give the title compound. MS: m/z=219 (M+1). Reaction SMILES: [C:33](=[O:34])([O-:35])[O-:36].[CH2:30]([CH3:31])[SH:32].[Cs+:37].[Cs+:38].[F:1][c:2]1[c:3]([O:28][CH3:29])[cH:4][c:5]([CH:8]([C:9]2([C:12]([F:13])([F:14])[F:15])[O:10][CH2:11]2)[NH:16][c:17]2[c:18]3[cH:19][cH:20][c:21]([CH3:27])[n:22][c:23]3[cH:24][cH:25][cH:26]2)[cH:6][cH:7]1.[O:39]=[CH:40][N:41]([CH3:42])[CH3:43]>>[F:1][c:2]1[c:3]([O:28][CH3:29])[cH:4][c:5]([CH:8]([C:9]([OH:10])([CH2:11][S:32][CH2:30][CH3:31])[C:12]([F:13])([F:14])[F:15])[NH:16][c:17]2[c:18]3[cH:19][cH:20][c:21]([CH3:27])[n:22][c:23]3[cH:24][cH:25][cH:26]2)[cH:6][cH:7]1. The reactants are O=C([O-])[O-], CCS, [Cs+], [Cs+], COc1cc(C(Nc2cccc3nc(C)ccc23)C2(C(F)(F)F)CO2)ccc1F, CN(C)C=O. Product: CCSCC(O)(C(Nc1cccc2nc(C)ccc12)c1ccc(F)c(OC)c1)C(F)(F)F. The reactants are CCN(C(C)C)C(C)C, NC(C(=O)N1CC(c2cc(F)ccc2F)=CC1c1ccccc1)C1CC1, O=S(=O)(Cl)CCCl, ClCCl. Product: O=C(C(NS(=O)(=O)CCCl)C1CC1)N1CC(c2cc(F)ccc2F)=CC1c1ccccc1. As a reaction SMILES: [CH:34]([N:35]([CH2:36][CH3:37])[CH:38]([CH3:39])[CH3:40])([CH3:41])[CH3:42].[CH:8]1([CH:11]([C:12](=[O:13])[N:14]2[CH:15]([c:27]3[cH:28][cH:29][cH:30][cH:31][cH:32]3)[CH:16]=[C:17]([c:19]3[c:20]([F:26])[cH:21][cH:22][c:23]([F:25])[cH:24]3)[CH2:18]2)[NH2:33])[CH2:9][CH2:10]1.[Cl:1][CH2:2][CH2:3][S:4](=[O:5])(=[O:6])[Cl:7].[Cl:43][CH2:44][Cl:45]>>[Cl:1][CH2:2][CH2:3][S:4](=[O:5])(=[O:6])[NH:33][CH:11]([CH:8]1[CH2:9][CH2:10]1)[C:12](=[O:13])[N:14]1[CH:15]([c:27]2[cH:28][cH:29][cH:30][cH:31][cH:32]2)[CH:16]=[C:17]([c:19]2[c:20]([F:26])[cH:21][cH:22][c:23]([F:25])[cH:24]2)[CH2:18]1. Starting materials: CC#N, O=C(O)c1ccc(O)nc1, O=S(Cl)Cl, c1ccncc1. Product: O=C(Cl)c1ccc(O)nc1. Reaction SMILES: [CH3:21][C:22]#[N:23].[OH:1][C:2](=[O:3])[c:4]1[cH:5][cH:6][c:7]([OH:8])[n:9][cH:10]1.[S:17]([Cl:18])([Cl:19])=[O:20].[cH:11]1[cH:12][cH:13][n:14][cH:15][cH:16]1>>[O:1]=[C:2]([c:4]1[cH:5][cH:6][c:7]([OH:8])[n:9][cH:10]1)[Cl:19].